From a dataset of the Open Reaction Database (ORD), a public repository of structured organic reaction records. describe an organic reaction: reactants, conditions, products, and yield Reactants: O (water), C(C)O (ethanol), C(C)(=O)N(C)C1CN(CC1)C1=C(C=C2C(C(=CN(C2=N1)CCF)C(=O)OCC)=O)F (ethyl 7-[3-(N-acetyl-N-methylamino)-1-pyrrolidinyl]-6-fluoro-1-(2-fluoroethyl)-1,4-dihydro-4-oxo-1,8-naphthyridine-3-carboxylate). Run in Cl (hydrochloric acid). The product is FC=1C=C2C(C(=CN(C2=NC1N1CC(CC1)NC)CCF)C(=O)O)=O (6-fluoro-1-(2-fluoroethyl)-1,4-dihydro-7-(3-methylamino-1-pyrrolidinyl)-4-oxo-1,8-naphthyridine-3-carboxylic acid). Isolated yield 65.9%. RXN SMILES: [C:1]([N:4]([CH:6]1[CH2:10][CH2:9][N:8]([C:11]2[N:20]=[C:19]3[C:14]([C:15](=[O:29])[C:16]([C:24]([O:26]CC)=[O:25])=[CH:17][N:18]3[CH2:21][CH2:22][F:23])=[CH:13][C:12]=2[F:30])[CH2:7]1)C)(=O)C.O.C(O)C>Cl>[F:30][C:12]1[CH:13]=[C:14]2[C:19](=[N:20][C:11]=1[N:8]1[CH2:9][CH2:10][CH:6]([NH:4][CH3:1])[CH2:7]1)[N:18]([CH2:21][CH2:22][F:23])[CH:17]=[C:16]([C:24]([OH:26])=[O:25])[C:15]2=[O:29]. Procedure details: A mixture of ethyl 7-ethylsulfonyl-6-fluoro-1-(2-fluoroethyl)-1,4-dihydro-4-oxo-1,8-naphthyridine-3-carboxylate (26.7 g) obtained according to the Reference Example 2, 3-(N-acetyl-N-methylamino)pyrrolidine (15.5 g), triethylamine (10.0 ml), and ethanol (300 ml) was heated under reflux for one hour. The reaction mixture was concentrated to a half volume under reduced pressure. To the mixture was added water (200 ml), and the resulting crystals were collected by filtration, and recrystallized from...